This data is from the Open Reaction Database (ORD), a public repository of structured organic reaction records. The task is: describe an organic reaction: reactants, conditions, products, and yield The reactants are NC(CCC1CN(C(O1)=O)C1=CC2=C(OCCO2)C=C1)CCC1=CC=NC2=CC=C(N=C12)OC ((RS)-5-[(RS)-3-amino-5-(6-methoxy-[1,5]naphthyridin-4-yl)-pentyl]-3-(2,3-dihydro-benzo[1,4]dioxin-6-yl)-oxazolidin-2-one), TEA, CS(=O)(=O)Cl (MsCl). Solvent: C(Cl)Cl (DCM). Reaction conditions: time 2 hour. The product is O1CCOC2=C1C=CC(=C2)N2C(OC(C2)CCC(CCC2=CC=NC1=CC=C(N=C21)OC)NS(=O)(=O)C)=O ((RS)-N-[(RS)-1-{2-[3-(2,3-dihydro-benzo[1,4]dioxin-6-yl)-2-oxo-oxazolidin-5-yl]-ethyl}-3-(6-methoxy-[1,5]naphthyridin-4-yl)-propyl]-methanesulfonamide). The yield is 89.0%. As a reaction SMILES: [NH2:1][CH:2]([CH2:21][CH2:22][C:23]1[C:32]2[C:27](=[CH:28][CH:29]=[C:30]([O:33][CH3:34])[N:31]=2)[N:26]=[CH:25][CH:24]=1)[CH2:3][CH2:4][CH:5]1[O:9][C:8](=[O:10])[N:7]([C:11]2[CH:20]=[CH:19][C:14]3[O:15][CH2:16][CH2:17][O:18][C:13]=3[CH:12]=2)[CH2:6]1.[CH3:35][S:36](Cl)(=[O:38])=[O:37]>C(Cl)Cl>[O:15]1[C:14]2[CH:19]=[CH:20][C:11]([N:7]3[CH2:6][CH:5]([CH2:4][CH2:3][CH:2]([NH:1][S:36]([CH3:35])(=[O:38])=[O:37])[CH2:21][CH2:22][C:23]4[C:32]5[C:27](=[CH:28][CH:29]=[C:30]([O:33][CH3:34])[N:31]=5)[N:26]=[CH:25][CH:24]=4)[O:9][C:8]3=[O:10])=[CH:12][C:13]=2[O:18][CH2:17][CH2:16]1. Procedure details: A solution of the compound of Example 116 (0.05 g, 0.1 mmol) in DCM (2 mL) at rt was treated sequentially with TEA (0.03 mL, 2 eq.) and MsCl (0.013 mL, 1.5 eq.). The mixture was stirred at rt for 2 h, washed with water and purified by FC (EA, EA/MeOH 9:1) to give the title compound as a colourless foam (0.052 g, 89% yield).